Dataset: the Open Reaction Database (ORD), a public repository of structured organic reaction records. Task: describe an organic reaction: reactants, conditions, products, and yield Reactants: O=C([O-])[O-], C#CCNC, O=C(Cl)N1CC(Oc2cccc(C(F)(F)F)c2)C1, [K+], [K+], C1CCOC1. Product: C#CCN(C)C(=O)N1CC(Oc2cccc(C(F)(F)F)c2)C1. As a reaction SMILES: [C:19](=[O:20])([O-:21])[O-:22].[CH3:25][NH:26][CH2:27][C:28]#[CH:29].[Cl:1][C:2](=[O:3])[N:4]1[CH2:5][CH:6]([O:8][c:9]2[cH:10][c:11]([C:15]([F:16])([F:17])[F:18])[cH:12][cH:13][cH:14]2)[CH2:7]1.[K+:23].[K+:24].[O:30]1[CH2:31][CH2:32][CH2:33][CH2:34]1>>[C:2](=[O:3])([N:4]1[CH2:5][CH:6]([O:8][c:9]2[cH:10][c:11]([C:15]([F:16])([F:17])[F:18])[cH:12][cH:13][cH:14]2)[CH2:7]1)[N:26]([CH3:25])[CH2:27][C:28]#[CH:29]. The reactants are Cl (hydrochloric acid), S(=O)(=O)=NC=1C=C(C=CC1OC)CC(=O)O (3-sulfonylamino-4-methoxyphenylacetic acid), CN=C=S (methyl isothiocyanate), [OH-].[Na+] (sodium hydroxide). Solvent: CN(C)C=O (DMF). Reaction conditions: temperature 70 celsius, time 2 hour. Product: S(=O)(=O)=NC=1C=C(C=CC1OCC)CC(=O)O (3-Sulfonylamino-4-ethoxyphenylacetic acid). As a reaction SMILES: [S:1](=[N:4][C:5]1[CH:6]=[C:7]([CH2:13][C:14]([OH:16])=[O:15])[CH:8]=[CH:9][C:10]=1[O:11][CH3:12])(=[O:3])=[O:2].[OH-].[Na+].[CH3:19]N=C=S.Cl>CN(C=O)C>[S:1](=[N:4][C:5]1[CH:6]=[C:7]([CH2:13][C:14]([OH:16])=[O:15])[CH:8]=[CH:9][C:10]=1[O:11][CH2:12][CH3:19])(=[O:2])=[O:3] |f:1.2|. Procedure details: 5 g of 3-sulfonylamino-4-methoxyphenylacetic acid were dissolved in 3 ml of DMF and stirred at 40° C. for 30 minutes with 245 mg of sodium hydroxide. 328 mg of methyl isothiocyanate were added thereto and the mixture was stirred for a further 2 h at 70° C. 2N hydrochloric acid was added to the cooled solution and the product was filtered off with suction. M.p. 1740° C. Reactants: C(C)(C)(C)C1=C(C(=CC(=C1)C)C(C)(C)C)O (2,6-ditert.-butyl-4-methylphenol), COCOC (methylal). Reagents/catalysts: S(O)(O)(=O)=O (sulfuric acid). Isolated yield 66.4%. Procedure: Into a reactor similar to that described in Example 1 hereinabove there are charged 220 g (1 g-mol) of 2,6-ditert.-butyl-4-methylphenol, 2.2 g of concentrated sulfuric acid and at the temperature of 120° C. 76 g (1.0 g-mol) of methylal are fed into the reactor for 1 hour. The reaction mass is treated following the procedure described in the foregoing Example 1 to give 112.9 g of 2,2'-methylene-bis-(4-methyl-6-tert.butylphenol) which constitutes 99.1% of theory, as calculated for the reacted 2,6-... Product: C(C1=C(C(=CC(=C1)C)C(C)(C)C)O)C1=C(C(=CC(=C1)C)C(C)(C)C)O (2,2'-methylene-bis-(4-methyl-6-tert.butylphenol)). Reaction SMILES: [C:1]([C:5]1[CH:10]=[C:9]([CH3:11])[CH:8]=[C:7]([C:12]([CH3:15])([CH3:14])[CH3:13])[C:6]=1[OH:16])([CH3:4])(C)C.COC[O:20][CH3:21]>S(=O)(=O)(O)O>[CH2:1]([C:4]1[CH:1]=[C:5]([CH3:10])[CH:6]=[C:7]([C:12]([CH3:15])([CH3:14])[CH3:13])[C:21]=1[OH:20])[C:5]1[CH:10]=[C:9]([CH3:11])[CH:8]=[C:7]([C:12]([CH3:13])([CH3:14])[CH3:15])[C:6]=1[OH:16]. Reactants: CCO, NC1CCc2ccccc2C1, c1ccc2cc(OCC3CO3)ccc2c1. Product: OC(CNC1CCc2ccccc2C1)COc1ccc2ccccc2c1. Reaction SMILES: [CH3:27][CH2:28][OH:29].[NH2:16][CH:17]1[CH2:18][c:19]2[cH:20][cH:21][cH:22][cH:23][c:24]2[CH2:25][CH2:26]1.[cH:1]1[c:2]([O:11][CH2:12][CH:13]2[CH2:14][O:15]2)[cH:3][cH:4][c:5]2[cH:6][cH:7][cH:8][cH:9][c:10]12>>[cH:1]1[c:2]([O:11][CH2:12][CH:13]([CH2:14][NH:16][CH:17]2[CH2:18][c:19]3[cH:20][cH:21][cH:22][cH:23][c:24]3[CH2:25][CH2:26]2)[OH:15])[cH:3][cH:4][c:5]2[cH:6][cH:7][cH:8][cH:9][c:10]12. Reactants: C(C)(CC)S(=O)(=O)C1=NNC=N1 (3-sec.butylsulphonyl-1,2,4-triazole), C(CC)N(C(=O)Cl)CCC (dipropylcarbamoyl chloride), O1CCCC1 (tetrahydrofuran). Solvent: C(C)N(CC)CC (triethylamine). Product: C(CC)N(C(=O)N1N=C(N=C1)S(=O)(=O)C(C)CC)CCC (1-dipropylcarbamoyl-3-sec.butylsulphonyl-1,2,4-triazole). Reaction SMILES: [CH:1]([S:5]([C:8]1[N:12]=[CH:11][NH:10][N:9]=1)(=[O:7])=[O:6])([CH2:3][CH3:4])[CH3:2].[CH2:13]([N:16]([CH2:20][CH2:21][CH3:22])[C:17](Cl)=[O:18])[CH2:14][CH3:15].O1CCCC1>C(N(CC)CC)C>[CH2:13]([N:16]([CH2:20][CH2:21][CH3:22])[C:17]([N:10]1[CH:11]=[N:12][C:8]([S:5]([CH:1]([CH2:3][CH3:4])[CH3:2])(=[O:6])=[O:7])=[N:9]1)=[O:18])[CH2:14][CH3:15]. Procedure: A mixture of 9.5 g. 3-sec.butylsulphonyl-1,2,4-triazole, 8.2 g. dipropylcarbamoyl chloride, 50 ml. dry tetrahydrofuran and 7.5 ml. dry triethylamine was refluxed under anhydrous conditions for 2 hours. The reaction mixture was worked up as described in Example 1 to produce a solid product which was recrystallized from a mixture of toluene and petroleum ether (b.p. 60° - 80° C.) to give 1-dipropylcarbamoyl-3-sec.butylsulphonyl-1,2,4-triazole, m.p. 80° - 81° C. Elemental analysis satisfactory.